This data is from the Open Reaction Database (ORD), a public repository of structured organic reaction records. The task is: describe an organic reaction: reactants, conditions, products, and yield Starting materials: [BH4-], COC(=O)CC(NC(=O)OC(C)(C)C)c1ccccc1OC, O=C([O-])C(O)C(O)C(=O)[O-], COCCOC, [Cl-], [K+], [Li+], [Na+], [Na+]. Yields the product COc1ccccc1C(CCO)NC(=O)OC(C)(C)C. RXN SMILES: [BH4-:23].[C:1]([CH3:2])([CH3:3])([CH3:4])[O:5][C:6](=[O:7])[NH:8][CH:9]([CH2:10][C:11](=[O:12])[O:13][CH3:14])[c:15]1[c:16]([O:21][CH3:22])[cH:17][cH:18][cH:19][cH:20]1.[C:27]([CH:28]([CH:29]([C:30]([O-:31])=[O:32])[OH:33])[OH:34])([O-:35])=[O:36].[CH2:39]([CH2:40][O:41][CH3:42])[O:43][CH3:44].[Cl-:26].[K+:37].[Li+:25].[Na+:24].[Na+:38]>>[C:1]([CH3:2])([CH3:3])([CH3:4])[O:5][C:6](=[O:7])[NH:8][CH:9]([CH2:10][CH2:11][OH:12])[c:15]1[c:16]([O:21][CH3:22])[cH:17][cH:18][cH:19][cH:20]1. Reactants: O=C(c1ccc(-c2ccc(OCCCCl)cc2)cc1)N1CCCC1, OC1CCNC1. The product is O=C(c1ccc(-c2ccc(OCCCN3CCC(O)C3)cc2)cc1)N1CCCC1. RXN SMILES: [Cl:1][CH2:2][CH2:3][CH2:4][O:5][c:6]1[cH:7][cH:8][c:9](-[c:12]2[cH:13][cH:14][c:15]([C:18](=[O:19])[N:20]3[CH2:21][CH2:22][CH2:23][CH2:24]3)[cH:16][cH:17]2)[cH:10][cH:11]1.[NH:25]1[CH2:26][CH:27]([OH:30])[CH2:28][CH2:29]1>>[CH2:2]([CH2:3][CH2:4][O:5][c:6]1[cH:7][cH:8][c:9](-[c:12]2[cH:13][cH:14][c:15]([C:18](=[O:19])[N:20]3[CH2:21][CH2:22][CH2:23][CH2:24]3)[cH:16][cH:17]2)[cH:10][cH:11]1)[N:25]1[CH2:26][CH:27]([OH:30])[CH2:28][CH2:29]1.